From a dataset of the Open Reaction Database (ORD), a public repository of structured organic reaction records. describe an organic reaction: reactants, conditions, products, and yield The reactants are SC(C(=O)O)C (2-mercaptopropionic acid), C(C)(C)(C)C1=NC(=CC(=C1)C)C(C)(C)C (2,6-di-tert-butyl-4-methylpyridine), FC(S(=O)(=O)[O-])(F)F.FC(C(F)(F)F)(F)[I+]C1=CC=CC=C1 (pentafluoroethylphenyliodonium trifluoromethanesulfonate). The solvent is C(Cl)Cl (methylene chloride). Yields the product FC(C(F)(F)F)(C(C(=S)O)C)F (2-pentafluoroethylthiopropionic acid). RXN SMILES: S[CH:2]([CH3:6])[C:3]([OH:5])=O.C(C1C=C(C)C=C(C(C)(C)C)N=1)(C)(C)C.FC(F)(F)[S:24]([O-])(=O)=O.[F:30][C:31]([I+]C1C=CC=CC=1)([F:36])[C:32]([F:35])([F:34])[F:33]>C(Cl)Cl>[F:30][C:31]([F:36])([CH:2]([CH3:6])[C:3]([OH:5])=[S:24])[C:32]([F:35])([F:34])[F:33] |f:2.3|. Reported procedure: 2.0 ml of methylene chloride, 0.06 ml (0.68 mmol) of 2-mercaptopropionic acid and 140 mg (0.68 mmol) of 2,6-di-tert-butyl-4-methylpyridine were charged in a flask, and 320 mg (0.68 mmol) of pentafluoroethylphenyliodonium trifluoromethanesulfonate was added thereto in small portions while stirring at room temperature, followed by stirring the mixture at room temperature for 20 minutes. The resulting precipitate was filtered, subjected to column chromatography of silica gel and, after eluting iodo... Reactants: CC(C)S[C@H]1[C@@H]([C@H]([C@H]([C@H](O1)CO)O)O)O (IPTG), C1=CC(=CC=C1[C@@H]2CC(=O)C=3C(=CC(=CC3O2)O)O)O (naringenin). The product is OC1=CC=C(CCC(=O)C=2C(O)=CC(O)=CC2O)C=C1 (Phloretin). As a reaction SMILES: CC(S[C@@H]1O[C@H](CO)[C@H](O)[C@H](O)[C@H]1O)C.[CH:16]1[C:21]([C@H:22]2[O:32][C:31]3[CH:30]=[C:29]([OH:33])[CH:28]=[C:27]([OH:34])[C:26]=3[C:24](=[O:25])[CH2:23]2)=[CH:20][CH:19]=[C:18]([OH:35])[CH:17]=1>>[OH:35][C:18]1[CH:17]=[CH:16][C:21]([CH2:22][CH2:23][C:24]([C:26]2[C:31](=[CH:30][C:29](=[CH:28][C:27]=2[OH:34])[OH:33])[OH:32])=[O:25])=[CH:20][CH:19]=1. Reported procedure: To induce (over)expression initially an IPTG concentration of 1 mM in the medium is set and then 7 ml of a naringenin solution (100 mM in DMSO) added. Run in CO (methanol). Reaction conditions: temperature 30 celsius, time 22 hour. Yields the product NCC(CC(=O)N(CC)CC)CC(C)C (3-aminomethyl-N,N-diethyl-5-methylhexanamide). The reagents and catalysts are [Ni] (Raney nickel). RXN SMILES: [OH-].[K+].[C:3]([CH:5]([CH2:14][CH:15]([CH3:17])[CH3:16])[CH2:6][C:7]([N:9]([CH2:12][CH3:13])[CH2:10][CH3:11])=[O:8])#[N:4].N.[H][H]>CO.[Ni]>[NH2:4][CH2:3][CH:5]([CH2:14][CH:15]([CH3:17])[CH3:16])[CH2:6][C:7]([N:9]([CH2:12][CH3:13])[CH2:10][CH3:11])=[O:8] |f:0.1|. The reactants are [OH-].[K+] (potassium hydroxide), C(#N)C(CC(=O)N(CC)CC)CC(C)C (3-cyano-N,N-diethyl-5-methyl hexanamide), [H][H] (Hydrogen), N (ammonia). Procedure details: To a solution of potassium hydroxide (19 grams) in methanol (114 ml), 3-cyano-N,N-diethyl-5-methyl hexanamide (9.5 grams) was added followed by ammonia solution (38 ml) and Raney nickel (19 grams). Hydrogen pressure of 4.0 kg/cm2 was applied and the reaction mixture was stirred at 30° C. for 22 hours. The reaction mixture was filtered through a hyflow bed. The solvent was distilled off under reduced pressure at a temperature below 60° C. Water (200 ml) was added to the reaction mixture and pH ad... Yields the product COC(CCn1ccnc1)c1ccc2ccccc2c1. The reactants are CI, CN(C)P(=O)(N(C)C)N(C)C, [H-], [Na+], O, OC(CCn1ccnc1)c1ccc2ccccc2c1. As a reaction SMILES: [CH3:22][I:23].[CH3:25][N:26]([P:27]([N:28]([CH3:29])[CH3:30])([N:31]([CH3:32])[CH3:33])=[O:34])[CH3:35].[H-:20].[Na+:21].[OH2:24].[OH:1][CH:2]([CH2:3][CH2:4][n:5]1[cH:6][n:7][cH:8][cH:9]1)[c:10]1[cH:11][c:12]2[cH:13][cH:14][cH:15][cH:16][c:17]2[cH:18][cH:19]1>>[O:1]([CH:2]([CH2:3][CH2:4][n:5]1[cH:6][n:7][cH:8][cH:9]1)[c:10]1[cH:11][c:12]2[cH:13][cH:14][cH:15][cH:16][c:17]2[cH:18][cH:19]1)[CH3:22]. The reactants are C1CCOC1, O=C1OC(CO)CN1c1ccccc1, Oc1cnsn1, c1ccc(P(c2ccccc2)c2ccccc2)cc1. Product: O=C1OC(COc2cnsn2)CN1c1ccccc1. As a reaction SMILES: [CH2:40]1[O:41][CH2:42][CH2:43][CH2:44]1.[OH:1][CH2:2][CH:3]1[CH2:4][N:5]([c:9]2[cH:10][cH:11][cH:12][cH:13][cH:14]2)[C:6](=[O:8])[O:7]1.[OH:34][c:35]1[n:36][s:37][n:38][cH:39]1.[c:15]1([P:16]([c:17]2[cH:18][cH:19][cH:20][cH:21][cH:22]2)[c:23]2[cH:24][cH:25][cH:26][cH:27][cH:28]2)[cH:29][cH:30][cH:31][cH:32][cH:33]1>>[O:1]([CH2:2][CH:3]1[CH2:4][N:5]([c:9]2[cH:10][cH:11][cH:12][cH:13][cH:14]2)[C:6](=[O:8])[O:7]1)[c:35]1[n:36][s:37][n:38][cH:39]1. Reactants: CO, O=C[O-], O=C(Cc1ccc(-c2cnc3cc(-c4ccncc4)ccn23)cc1[N+](=O)[O-])Nc1cc(C(F)(F)F)ccn1, [NH4+]. Yields the product Nc1cc(-c2cnc3cc(-c4ccncc4)ccn23)ccc1CC(=O)Nc1cc(C(F)(F)F)ccn1. Reaction SMILES: [CH3:43][OH:44].[CH:39]([O-:40])=[O:41].[N+:1]([O-:2])(=[O:3])[c:4]1[c:5]([CH2:25][C:26](=[O:27])[NH:28][c:29]2[n:30][cH:31][cH:32][c:33]([C:35]([F:36])([F:37])[F:38])[cH:34]2)[cH:6][cH:7][c:8](-[c:10]2[cH:11][n:12][c:13]3[n:14]2[cH:15][cH:16][c:17](-[c:19]2[cH:20][cH:21][n:22][cH:23][cH:24]2)[cH:18]3)[cH:9]1.[NH4+:42]>>[NH2:1][c:4]1[c:5]([CH2:25][C:26](=[O:27])[NH:28][c:29]2[n:30][cH:31][cH:32][c:33]([C:35]([F:36])([F:37])[F:38])[cH:34]2)[cH:6][cH:7][c:8](-[c:10]2[cH:11][n:12][c:13]3[n:14]2[cH:15][cH:16][c:17](-[c:19]2[cH:20][cH:21][n:22][cH:23][cH:24]2)[cH:18]3)[cH:9]1. The reactants are Cl (HCl), C(C)N(C(=O)C=C(C)C=1C=CC(=C(OCC(=O)O)C1)OC(C)C1=CC=CC=C1)CC ([5-(2-diethycarbamoyl-1-methylvinyl)-2-(1-phenylethoxy)-phenoxy]-acetic acid), C(C)(C)O (isopropanol). The reagents and catalysts are CN(C1=CC=NC=C1)C (4-dimethylaminopyridine). Solvent: C(Cl)Cl (methylene chloride). Conditions: time 18 hour. Product: C(C)N(C(=O)/C=C(\C)/C=1C=CC(=C(OCC(=O)OC(C)C)C1)OC(C)C1=CC=CC=C1)CC (isopropyl (E)-[5-(2-diethylcarbamoyl-1-methylvinyl)-2-(1-phenylethoxy)-phenoxy]-acetate). RXN SMILES: [CH2:1]([N:3]([CH2:29][CH3:30])[C:4]([CH:6]=[C:7]([C:9]1[CH:10]=[CH:11][C:12]([O:20][CH:21]([C:23]2[CH:28]=[CH:27][CH:26]=[CH:25][CH:24]=2)[CH3:22])=[C:13]([CH:19]=1)[O:14][CH2:15][C:16]([OH:18])=[O:17])[CH3:8])=[O:5])[CH3:2].[CH:31](O)([CH3:33])[CH3:32].Cl>CN(C)C1C=CN=CC=1.C(Cl)Cl>[CH2:29]([N:3]([CH2:1][CH3:2])[C:4](/[CH:6]=[C:7](/[C:9]1[CH:10]=[CH:11][C:12]([O:20][CH:21]([C:23]2[CH:28]=[CH:27][CH:26]=[CH:25][CH:24]=2)[CH3:22])=[C:13]([CH:19]=1)[O:14][CH2:15][C:16]([O:18][CH:31]([CH3:33])[CH3:32])=[O:17])\[CH3:8])=[O:5])[CH3:30]. Procedure details: A solution of [5-(2-diethycarbamoyl-1-methylvinyl)-2-(1-phenylethoxy)-phenoxy]-acetic acid (300 mg, 0.97 mmol), 4-dimethylaminopyridine (12 mg, 0.097 mmol) and isopropanol (117 mg, 1.95 mmol) in methylene chloride (30 mL) is cooled to 0° C., and 1-(3-dimethylaminopropyl)-3-etbylcarbodiimide.HCl (205 mg, 1.07 mmol) is added in one portion. The mixture is then allowed to stir at room temperature for 18 hours. After washing with water (50 ml), the organic layer is washed with saturated NaHCO3 (50 m...